This data is from the Open Reaction Database (ORD), a public repository of structured organic reaction records. The task is: describe an organic reaction: reactants, conditions, products, and yield Reactants: CCOC(=O)CCCBr, O=C1C(Cc2ccncn2)c2ccccc2N1c1ccccc1. Yields the product CCOC(=O)CCCC1(Cc2ccncn2)C(=O)N(c2ccccc2)c2ccccc21. RXN SMILES: [Br:24][CH2:25][CH2:26][CH2:27][C:28](=[O:29])[O:30][CH2:31][CH3:32].[O:1]=[C:2]1[N:3]([c:18]2[cH:19][cH:20][cH:21][cH:22][cH:23]2)[c:4]2[cH:5][cH:6][cH:7][cH:8][c:9]2[CH:10]1[CH2:11][c:12]1[n:13][cH:14][n:15][cH:16][cH:17]1>>[O:1]=[C:2]1[N:3]([c:18]2[cH:19][cH:20][cH:21][cH:22][cH:23]2)[c:4]2[cH:5][cH:6][cH:7][cH:8][c:9]2[C:10]1([CH2:11][c:12]1[n:13][cH:14][n:15][cH:16][cH:17]1)[CH2:25][CH2:26][CH2:27][C:28](=[O:29])[O:30][CH2:31][CH3:32]. The reactants are ClC=1C(=NC(=CC1)N1C(C2=CC=CC=C2C1=O)=O)CP(OCC)(OCC)=O (Diethyl [[3-chloro-6-(1,3-dihydro-1,3-dioxo-2Hisoindol-2-yl)-2-pyridinyl]methyl]phosphonate), O.NN (hydrazine monohydrate). The solvent is C(Cl)Cl (CH2Cl2). The product is NC1=CC=C(C(=N1)CP(OCC)(OCC)=O)Cl (Diethyl [(6-amino-3-chloro-2-pyridinyl)methyl]phosphonate). Reaction SMILES: [Cl:1][C:2]1[C:3]([CH2:19][P:20](=[O:27])([O:24][CH2:25][CH3:26])[O:21][CH2:22][CH3:23])=[N:4][C:5]([N:8]2C(=O)C3C(=CC=CC=3)C2=O)=[CH:6][CH:7]=1.O.NN>C(Cl)Cl>[NH2:8][C:5]1[N:4]=[C:3]([CH2:19][P:20](=[O:27])([O:24][CH2:25][CH3:26])[O:21][CH2:22][CH3:23])[C:2]([Cl:1])=[CH:7][CH:6]=1 |f:1.2|. Procedure: Following the procedure from Example 16, the product from Example 27 (1.0 g, 2.4 mmol) was reacted with hydrazine monohydrate (0.121 g, 2.4 mmol) in CH2Cl2 (25 mL). Workup produced the crude title product which was used without further purification. The reactants are C1CCOC1, COC(=O)c1ccc(OC)c(O)c1, OCCc1ccc(Cl)cc1Cl, CCOC(=O)N=NC(=O)OCC, c1ccc(P(c2ccccc2)c2ccccc2)cc1. Product: COC(=O)c1ccc(OC)c(OCCc2ccc(Cl)cc2Cl)c1. As a reaction SMILES: [CH2:56]1[O:57][CH2:58][CH2:59][CH2:60]1.[CH3:20][O:21][C:22]([c:23]1[cH:24][c:25]([OH:31])[c:26]([O:29][CH3:30])[cH:27][cH:28]1)=[O:32].[Cl:45][c:46]1[c:47]([CH2:53][CH2:54][OH:55])[cH:48][cH:49][c:50]([Cl:52])[cH:51]1.[O:33]=[C:34]([O:35][CH2:36][CH3:37])[N:38]=[N:39][C:40]([O:41][CH2:42][CH3:43])=[O:44].[c:1]1([P:2]([c:3]2[cH:4][cH:5][cH:6][cH:7][cH:8]2)[c:9]2[cH:10][cH:11][cH:12][cH:13][cH:14]2)[cH:15][cH:16][cH:17][cH:18][cH:19]1>>[CH3:20][O:21][C:22]([c:23]1[cH:24][c:25]([O:31][CH2:54][CH2:53][c:47]2[c:46]([Cl:45])[cH:51][c:50]([Cl:52])[cH:49][cH:48]2)[c:26]([O:29][CH3:30])[cH:27][cH:28]1)=[O:32]. Reactants: O (Water), C(C1=CC=CC=C1)OC1=C(C=C(C=C1)Br)C(F)F (1-benzyloxy-4-bromo-2-difluoromethylbenzene), C(C)(C)(C)OC(NC1(COC(OC1)(C)C)C#C)=O ((5-ethynyl-2,2-dimethyl-1,3-dioxan-5-yl)carbamic acid t-butyl ester), C([O-])([O-])=O.[Cs+].[Cs+] (cesium carbonate). The reagents and catalysts are C1(CCCCC1)P(C1=C(C=CC=C1)C1=C(C=C(C=C1C(C)C)C(C)C)C(C)C)C1CCCCC1 (2-dicyclohexylphosphino-2′,4′,6′-triisopropylbiphenyl), CC#N.CC#N.Cl[Pd]Cl (bis(acetonitrile)palladium(II) dichloride). Solvent: C(C)#N (acetonitrile). Yields the product C(C)(C)(C)OC(NC1(COC(OC1)(C)C)C#CC1=CC(=C(C=C1)OCC1=CC=CC=C1)C(F)F)=O ({5-[(4-benzyloxy-3-difluoromethylphenyl)ethynyl]-2,2-dimethyl-1,3-dioxan-5-yl}carbamic acid t-butyl ester). The yield is 79.2%. Reaction SMILES: [CH2:1]([O:8][C:9]1[CH:14]=[CH:13][C:12](Br)=[CH:11][C:10]=1[CH:16]([F:18])[F:17])[C:2]1[CH:7]=[CH:6][CH:5]=[CH:4][CH:3]=1.[C:19]([O:23][C:24](=[O:36])[NH:25][C:26]1([C:34]#[CH:35])[CH2:31][O:30][C:29]([CH3:33])([CH3:32])[O:28][CH2:27]1)([CH3:22])([CH3:21])[CH3:20].C(=O)([O-])[O-].[Cs+].[Cs+].O>C(#N)C.CC#N.CC#N.Cl[Pd]Cl.C1(P(C2CCCCC2)C2C=CC=CC=2C2C(C(C)C)=CC(C(C)C)=CC=2C(C)C)CCCCC1>[C:19]([O:23][C:24](=[O:36])[NH:25][C:26]1([C:34]#[C:35][C:12]2[CH:13]=[CH:14][C:9]([O:8][CH2:1][C:2]3[CH:7]=[CH:6][CH:5]=[CH:4][CH:3]=3)=[C:10]([CH:16]([F:18])[F:17])[CH:11]=2)[CH2:31][O:30][C:29]([CH3:33])([CH3:32])[O:28][CH2:27]1)([CH3:22])([CH3:21])[CH3:20] |f:2.3.4,7.8.9|. Procedure details: Compound 51-2 (9.48 g), (5-ethynyl-2,2-dimethyl-1,3-dioxan-5-yl)carbamic acid t-butyl ester (7.34 g) synthesized according to the known method (e.g., Tetrahedron vol. 57 (2001) 15 pages 6531-6538), 2-dicyclohexylphosphino-2′,4′,6′-triisopropylbiphenyl (868 mg), bis(acetonitrile)palladium(II) dichloride (157 mg) and cesium carbonate (25.6 g) were stirred in acetonitrile (200 ml) at 80° C. for 8 hr. Water was added to the reaction mixture, and the mixture was extracted with ethyl acetate, washed w... The reactants are C1(CCCCCC1)NC1=C(C(=O)OCC)C=CC=N1 (ethyl 2-(cycloheptylamino)nicotinate), C(C)C(CNC1=C(C(=O)OCC)C=CC=N1)CC (ethyl 2-[(2-ethylbutyl)amino]nicotinate). Product: C1(CCCCCC1)N1C(OC(C2=C1N=CC=C2)=O)=O (1-cycloheptyl-2H-pyrido[2,3-d][1,3]oxazine-2,4(1H)-dione). RXN SMILES: [CH:1]1([NH:8][C:9]2[N:19]=[CH:18][CH:17]=[CH:16][C:10]=2[C:11]([O:13][CH2:14]C)=[O:12])[CH2:7][CH2:6][CH2:5][CH2:4][CH2:3][CH2:2]1.C(C(CC)CNC1N=CC=CC=1C(OCC)=[O:28])C>>[CH:1]1([N:8]2[C:9]3[N:19]=[CH:18][CH:17]=[CH:16][C:10]=3[C:11](=[O:12])[O:13][C:14]2=[O:28])[CH2:7][CH2:6][CH2:5][CH2:4][CH2:3][CH2:2]1. Procedure: The title compound was prepared according to the procedure of Example 3B substituting the product of Example 71A for the product of Example 3A (0.205 g, 55%). MS (ESI+) m/z 249.1 (M+H)+; 1H NMR (300 MHz, CDCl3) δ 1.63 (m, 6H), 1.84 (m, 4H), 2.43 (m, 2H), 5.39 (s, 1H), 7.24 (dd, J=7.72, 4.78 Hz, 1H), 8.40 (m, 1H), 8.71 (dd, J=4.78, 1.84 Hz, 1H). The reactants are O=C([O-])[O-], ClCc1ccccc1, CN(C)C=O, [K+], [K+], O, O=Cc1ccc(O)cc1. Product: O=Cc1ccc(OCc2ccccc2)cc1. As a reaction SMILES: [C:10](=[O:11])([O-:12])[O-:13].[CH2:21]([c:22]1[cH:23][cH:24][cH:25][cH:26][cH:27]1)[Cl:28].[CH3:16][N:17]([CH3:18])[CH:19]=[O:20].[K+:14].[K+:15].[OH2:29].[OH:1][c:2]1[cH:3][cH:4][c:5]([CH:6]=[O:7])[cH:8][cH:9]1>>[O:1]([c:2]1[cH:3][cH:4][c:5]([CH:6]=[O:7])[cH:8][cH:9]1)[CH2:21][c:22]1[cH:23][cH:24][cH:25][cH:26][cH:27]1.